This data is from the Open Reaction Database (ORD), a public repository of structured organic reaction records. The task is: describe an organic reaction: reactants, conditions, products, and yield Starting materials: OC1=CC=C(OC(C(=O)NC)(C)C)C=C1 (2-(4-hydroxy-phenoxy)-2,N-dimethyl-propionamide), ClC=1C=C(CBr)C=CC1 (3-chloro-benzylbromide), C([O-])([O-])=O.[K+].[K+] (potassium carbonate). Solvent: CC(CC)=O (2-butanone). The product is ClC=1C=C(COC2=CC=C(OC(C(=O)NC)(C)C)C=C2)C=CC1 (2-[4-(3-chloro-benzyloxy)-phenoxy]-2,N-dimethyl-propionamide). Reaction SMILES: [OH:1][C:2]1[CH:15]=[CH:14][C:5]([O:6][C:7]([CH3:13])([CH3:12])[C:8]([NH:10][CH3:11])=[O:9])=[CH:4][CH:3]=1.[Cl:16][C:17]1[CH:18]=[C:19]([CH:22]=[CH:23][CH:24]=1)[CH2:20]Br.C(=O)([O-])[O-].[K+].[K+]>CC(=O)CC>[Cl:16][C:17]1[CH:18]=[C:19]([CH:22]=[CH:23][CH:24]=1)[CH2:20][O:1][C:2]1[CH:3]=[CH:4][C:5]([O:6][C:7]([CH3:12])([CH3:13])[C:8]([NH:10][CH3:11])=[O:9])=[CH:14][CH:15]=1 |f:2.3.4|. Procedure: In analogy to the procedure described in Example 3 b), the alkylation of 2-(4-hydroxy-phenoxy)-2,N-dimethyl-propionamide with 3-chloro-benzylbromide in 2-butanone using potassium carbonate as the base yielded the 2-[4-(3-chloro-benzyloxy)-phenoxy]-2,N-dimethyl-propionamide as an brown oil; MS: m/e=334 (M+H)+. The reactants are C(C)(=O)O[C@H]1[C@H](OC2=CC(=C(C(=C2)C)Br)C)SC[C@H]([C@@H]1OC(C)=O)OC(C)=O (4-bromo-3,5-dimethylphenyl 2,3,4-tri-O-acetyl-5-thio-β-D-xylopyranoside), III, N1=CC(=CC=C1)B(O)O (3-pyridineboronic acid). RXN SMILES: [C:1]([O:4][C@@H:5]1[C@@H:20]([O:21][C:22](=[O:24])[CH3:23])[C@H:19]([O:25][C:26](=[O:28])[CH3:27])[CH2:18][S:17][C@H:6]1[O:7][C:8]1[CH:13]=[C:12]([CH3:14])[C:11](Br)=[C:10]([CH3:16])[CH:9]=1)(=[O:3])[CH3:2].[N:29]1[CH:34]=[CH:33][CH:32]=[C:31](B(O)O)[CH:30]=1>>[C:1]([O:4][C@@H:5]1[C@@H:20]([O:21][C:22](=[O:24])[CH3:23])[C@H:19]([O:25][C:26](=[O:28])[CH3:27])[CH2:18][S:17][C@H:6]1[O:7][C:8]1[CH:13]=[C:12]([CH3:14])[C:11]([C:31]2[CH:30]=[N:29][CH:34]=[CH:33][CH:32]=2)=[C:10]([CH3:16])[CH:9]=1)(=[O:3])[CH3:2]. The product is C(C)(=O)O[C@H]1[C@H](OC2=CC(=C(C(=C2)C)C=2C=NC=CC2)C)SC[C@H]([C@@H]1OC(C)=O)OC(C)=O (3,5-Dimethyl-4-(3-pyridinyl)phenyl 2,3,4-tri-O-acetyl-5-thio-β-D-xylopyranoside). Procedure: By carrying out the operation analogously to example 13, starting from 4-bromo-3,5-dimethylphenyl 2,3,4-tri-O-acetyl-5-thio-β-D-xylopyranoside, obtained according to preparation III, and 3-pyridineboronic acid, the expected product is obtained in the form of a colorless foam with a yield of 45%. Isolated yield 45.0%. The reactants are O=C(OCc1ccccc1)C1CCCN1C(=O)C1(O)c2ccccc2-c2ccccc21, CCOC(C)=O, [H][H]. Product: O=C(O)C1CCCN1C(=O)C1(O)c2ccccc2-c2ccccc21. As a reaction SMILES: [CH2:1]([c:2]1[cH:3][cH:4][cH:5][cH:6][cH:7]1)[O:8][C:9]([CH:10]1[N:11]([C:15](=[O:16])[C:17]2([OH:30])[c:18]3[cH:19][cH:20][cH:21][cH:22][c:23]3-[c:24]3[cH:25][cH:26][cH:27][cH:28][c:29]32)[CH2:12][CH2:13][CH2:14]1)=[O:31].[CH3:34][CH2:35][O:36][C:37](=[O:38])[CH3:39].[H:32][H:33]>>[O:8]=[C:9]([CH:10]1[N:11]([C:15](=[O:16])[C:17]2([OH:30])[c:18]3[cH:19][cH:20][cH:21][cH:22][c:23]3-[c:24]3[cH:25][cH:26][cH:27][cH:28][c:29]32)[CH2:12][CH2:13][CH2:14]1)[OH:31]. Reactants: N(=NC(C#N)(C)C)C(C#N)(C)C (azobisisobutyronitrile), N(=C=O)C=CC(=O)OCC (ethyl beta-isocyanatoacrylate), C=CC1=CC=CC=C1 (styrene). Solvent: CC(=O)C (acetone). Conditions: time 24 hour. The product is N(=C=O)C=CC(=O)OCC.C=CC1=CC=CC=C1 (ethyl beta-isocyanatoacrylate styrene). RXN SMILES: N(C(C)(C)C#N)=NC(C)(C)C#N.[N:13]([CH:16]=[CH:17][C:18]([O:20][CH2:21][CH3:22])=[O:19])=[C:14]=[O:15].[CH2:23]=[CH:24][C:25]1[CH:30]=[CH:29][CH:28]=[CH:27][CH:26]=1>CC(C)=O>[N:13]([CH:16]=[CH:17][C:18]([O:20][CH2:21][CH3:22])=[O:19])=[C:14]=[O:15].[CH2:23]=[CH:24][C:25]1[CH:30]=[CH:29][CH:28]=[CH:27][CH:26]=1 |f:4.5|. Procedure: The title compound from example 2 is bulk copolymerized by dissolving 0.1 parts of azobisisobutyronitrile in an argonpurged mixture of 1.4 parts of ethyl beta-isocyanatoacrylate and 1.0 parts of styrene, all parts being by weight. The resultant reaction mixture is held at 80° C. for 24 hours. The semi-solid reaction mass is titrated with 20 parts of dry acetone, filtered, washed with 100 parts of hexane and dried in vacuo at 60° C. to obtain the ethyl beta-isocyanatoacrylate/styrene copolymer.